This data is from the Open Reaction Database (ORD), a public repository of structured organic reaction records. The task is: describe an organic reaction: reactants, conditions, products, and yield Reactants: FC(C(=O)N1CC2CCC(C1)C2NC)(F)F (2,2,2-Trifluoro-1-[8-(methylamino)-3-azabicyclo[3.2.1]oct-3-yl]-1-ethanone), C(C1=CC=CC=C1)Cl (benzylchloride), TEA. The solvent is CC#N (MeCN). Reaction conditions: temperature 60 celsius, time 8 hour. Product: C(C1=CC=CC=C1)N(C1C2CN(CC1CC2)C(C(F)(F)F)=O)C (1-{8-[Benzyl(methyl)amino]-3-azabicyclo[3.2.1]oct-3-yl]-2,2,2-trifluoro-1-ethanone). Isolated yield 42.1%. RXN SMILES: [F:1][C:2]([F:16])([F:15])[C:3]([N:5]1[CH2:11][CH:10]2[CH:12]([NH:13][CH3:14])[CH:7]([CH2:8][CH2:9]2)[CH2:6]1)=[O:4].[CH2:17](Cl)[C:18]1[CH:23]=[CH:22][CH:21]=[CH:20][CH:19]=1>CC#N>[CH2:17]([N:13]([CH3:14])[CH:12]1[CH:10]2[CH2:9][CH2:8][CH:7]1[CH2:6][N:5]([C:3](=[O:4])[C:2]([F:16])([F:1])[F:15])[CH2:11]2)[C:18]1[CH:23]=[CH:22][CH:21]=[CH:20][CH:19]=1. Procedure details: A mixture of 2,2,2-trifluoro-1-[8-(methylamino)-3-azabicyclo[3.2.1]oct-3-yl]-1-ethanone (see step (v) above; 4.5 g, 16 mmol), benzylchloride (3.0 g, 16 mmol) and TEA (6.6 mL) in MeCN (50 mL) was stirred at 60° C. overnight. The mixture was evaporated and then DCM and water were added. The organic phase was washed with NaHCO3 solution, dried (Na2SO4) and then evaporated. The resulting crude product was purified by chromatography on silica gel (DCM eluant) to give 2.2 g (42%) of the sub-title comp...